From a dataset of the Open Reaction Database (ORD), a public repository of structured organic reaction records. describe an organic reaction: reactants, conditions, products, and yield The reactants are O.O.O.O.O.O.O.S(=O)([O-])[O-].[Na+].[Na+] (sodium sulfite heptahydrate), C(C1=CC=CC=C1)OCCC1=C(C=CC=C1)OCC1=CC=CC=C1 (Benzyl 2-(2-benzyloxyethyl)phenyl ether), C(C)(=O)[O-].[Na+] (sodium acetate), BrBr (bromine). Run in O (water), C(C)(=O)O (acetic acid). Yields the product C(C1=CC=CC=C1)OCCC1=C(C=CC(=C1)Br)OCC1=CC=CC=C1 (benzyl 2-(2-benzyloxyethyl)-4-bromophenyl ether). RXN SMILES: [CH2:1]([O:8][CH2:9][CH2:10][C:11]1[CH:16]=[CH:15][CH:14]=[CH:13][C:12]=1[O:17][CH2:18][C:19]1[CH:24]=[CH:23][CH:22]=[CH:21][CH:20]=1)[C:2]1[CH:7]=[CH:6][CH:5]=[CH:4][CH:3]=1.C([O-])(=O)C.[Na+].[Br:30]Br.O.O.O.O.O.O.O.S([O-])([O-])=O.[Na+].[Na+]>C(O)(=O)C.O>[CH2:1]([O:8][CH2:9][CH2:10][C:11]1[CH:16]=[C:15]([Br:30])[CH:14]=[CH:13][C:12]=1[O:17][CH2:18][C:19]1[CH:24]=[CH:23][CH:22]=[CH:21][CH:20]=1)[C:2]1[CH:3]=[CH:4][CH:5]=[CH:6][CH:7]=1 |f:1.2,4.5.6.7.8.9.10.11.12.13|. Reported procedure: Benzyl 2-(2-benzyloxyethyl)phenyl ether (159 mg) and 123 mg of sodium acetate was suspended in 2 ml of acetic acid, 29 μl of bromine was added to the suspension with stirring at room temperature, and the mixture was subjected to 1 hour of reaction. Then, a solution of 100 mg of sodium sulfite heptahydrate in 20 ml of water was added, and the mixture was extracted with ethyl acetate. The extract was washed with water, an aqueous saturated sodium bicarbonate solution and water in that order and th...